describe an organic reaction: reactants, conditions, products, and yield From a dataset of the Open Reaction Database (ORD), a public repository of structured organic reaction records. Reactants: aqueous solution, C(O)([O-])=O.[Na+] (sodium hydrogencarbonate), Br (HBr), C(C)(=O)OC1[C@H](OCC2=CC=CC=C2)[C@@H](OCC2=CC=CC=C2)[C@@H](OCC2=CC=CC=C2)[C@H](O1)COCC1=CC=CC=C1 (2,3,4,6-Tetra-O-benzyl-D-galactopyranosyl acetate), Br (HBr). The solvent is C1(=CC=CC=C1)C (toluene), C(C)(C)OC(C)C (isopropyl ether), C(C)(C)OC(C)C (isopropyl ether). RXN SMILES: C(O[CH:5]1[O:34][C@H:33]([CH2:35][O:36][CH2:37][C:38]2[CH:43]=[CH:42][CH:41]=[CH:40][CH:39]=2)[C@H:24]([O:25][CH2:26][C:27]2[CH:32]=[CH:31][CH:30]=[CH:29][CH:28]=2)[C@H:15]([O:16][CH2:17][C:18]2[CH:23]=[CH:22][CH:21]=[CH:20][CH:19]=2)[C@H:6]1[O:7][CH2:8][C:9]1[CH:14]=[CH:13][CH:12]=[CH:11][CH:10]=1)(=O)C.[BrH:44].C(=O)([O-])O.[Na+]>C1(C)C=CC=CC=1.C(OC(C)C)(C)C>[CH2:8]([O:7][C@@H:6]1[C@@H:15]([O:16][CH2:17][C:18]2[CH:23]=[CH:22][CH:21]=[CH:20][CH:19]=2)[C@@H:24]([O:25][CH2:26][C:27]2[CH:28]=[CH:29][CH:30]=[CH:31][CH:32]=2)[C@@H:33]([CH2:35][O:36][CH2:37][C:38]2[CH:39]=[CH:40][CH:41]=[CH:42][CH:43]=2)[O:34][C@@H:5]1[Br:44])[C:9]1[CH:10]=[CH:11][CH:12]=[CH:13][CH:14]=1 |f:2.3|. The product is C(C1=CC=CC=C1)O[C@H]1[C@H](O[C@@H]([C@@H]([C@@H]1OCC1=CC=CC=C1)OCC1=CC=CC=C1)COCC1=CC=CC=C1)Br (2,3,4,6-tetra-O-benzyl-α-D-galactopyranosyl bromide). Reported procedure: 2,3,4,6-Tetra-O-benzyl-D-galactopyranosyl acetate (79.8 g) was dissolved in a mixed solution of toluene (160 mL) and isopropyl ether (520 mL) and then cooled to −10-0° C. To the solution was added a solution containing 2.0 equivalent amount of HBr in isopropyl ether (2.8 mmol/mL, about 100 mL). After the reaction solution was stirred at −10-0° C. for about 90 minutes, a 5% aqueous solution of sodium hydrogencarbonate was poured thereto and stirred to neutralize the excess HBr. The whole of the s... Conditions: temperature -5 celsius, time 90 minute. Reactants: C(O)([O-])=O.[Na+] (sodium hydrogen carbonate), C(CCCCCCCCCCC)(=O)N[C@@H](C)C(=O)O (N-Lauroylalanine), C(CCCCCCC)C(CO)CCCCCCCCCC (2-octyldodecanol), C1(=CC=C(C=C1)S(=O)(=O)O)C (p-toluenesulfonic acid). Solvent: aqueous saturated solution. Conditions: temperature 130 celsius. The product is C(CCCCCCC)C(COC([C@@H](NC(CCCCCCCCCCC)=O)C)=O)CCCCCCCCCC (N-lauroylalanine 2-octyldodecyl ester). Isolated yield 91.1%. As a reaction SMILES: [C:1]([NH:14][C@H:15]([C:17]([OH:19])=[O:18])[CH3:16])(=[O:13])[CH2:2][CH2:3][CH2:4][CH2:5][CH2:6][CH2:7][CH2:8][CH2:9][CH2:10][CH2:11][CH3:12].[CH2:20]([CH:28]([CH2:31][CH2:32][CH2:33][CH2:34][CH2:35][CH2:36][CH2:37][CH2:38][CH2:39][CH3:40])[CH2:29]O)[CH2:21][CH2:22][CH2:23][CH2:24][CH2:25][CH2:26][CH3:27].C1(C)C=CC(S(O)(=O)=O)=CC=1.C(=O)([O-])O.[Na+]>>[CH2:20]([CH:28]([CH2:31][CH2:32][CH2:33][CH2:34][CH2:35][CH2:36][CH2:37][CH2:38][CH2:39][CH3:40])[CH2:29][O:18][C:17](=[O:19])[C@H:15]([CH3:16])[NH:14][C:1](=[O:13])[CH2:2][CH2:3][CH2:4][CH2:5][CH2:6][CH2:7][CH2:8][CH2:9][CH2:10][CH2:11][CH3:12])[CH2:21][CH2:22][CH2:23][CH2:24][CH2:25][CH2:26][CH3:27] |f:3.4|. Reported procedure: N-Lauroylalanine (10 g) and 9.5 g of 2-octyldodecanol were charged in a 200-ml flask, and thereto was added 0.5 g of p-toluenesulfonic acid as the catalyst. The mixture was maintained at 130° C. for 3 hours for reaction. To the reaction mixture was added about 200 ml of a aqueous saturated solution of sodium hydrogen carbonate, and the resulting aqueous layer was removed. The oily layer was further washed with water. The extracted oily layer was well dried by adding 5 g of anhydrous magnesium su...